Dataset: the Open Reaction Database (ORD), a public repository of structured organic reaction records. Task: describe an organic reaction: reactants, conditions, products, and yield The product is FC1=CC=C(CNC(=O)N2CCC(CC2)NC2=CC=C(C=C2)OCCNC[C@@H](COC2=CC=C(C=C2)O)O)C=C1 (4-(4-[2-[(2S)-2-Hydroxy-3-(4-hydroxy-phenoxy)-propylamino]-ethoxy}-phenylamino)-piperidine 1-carboxylic acid 4-fluoro-benzylamide). Procedure details: 4-[4-(2-{[(2S)-3-(4-{[tert-Butyl(diphenyl)silyl]oxy}phenoxy)-2-hydroxypropyl]amino}ethoxy)anilino]-N-(4-fluorobenzyl)-1-piperidinecarboxamide (0.125 g, 0.15 mmol) was reacted according to Procedure H (eluant: 5:1 chloroform-methanol containing 1% ammonium hydroxide) to give the title compound (0.075 g, 0.13 mmol). RXN SMILES: [Si]([O:18][C:19]1[CH:57]=[CH:56][C:22]([O:23][CH2:24][C@@H:25]([OH:55])[CH2:26][NH:27][CH2:28][CH2:29][O:30][C:31]2[CH:54]=[CH:53][C:34]([NH:35][CH:36]3[CH2:41][CH2:40][N:39]([C:42]([NH:44][CH2:45][C:46]4[CH:51]=[CH:50][C:49]([F:52])=[CH:48][CH:47]=4)=[O:43])[CH2:38][CH2:37]3)=[CH:33][CH:32]=2)=[CH:21][CH:20]=1)(C(C)(C)C)(C1C=CC=CC=1)C1C=CC=CC=1>C(Cl)(Cl)Cl.CO>[F:52][C:49]1[CH:48]=[CH:47][C:46]([CH2:45][NH:44][C:42]([N:39]2[CH2:38][CH2:37][CH:36]([NH:35][C:34]3[CH:33]=[CH:32][C:31]([O:30][CH2:29][CH2:28][NH:27][CH2:26][C@H:25]([OH:55])[CH2:24][O:23][C:22]4[CH:21]=[CH:20][C:19]([OH:18])=[CH:57][CH:56]=4)=[CH:54][CH:53]=3)[CH2:41][CH2:40]2)=[O:43])=[CH:51][CH:50]=1 |f:1.2|. Starting materials: [Si](C1=CC=CC=C1)(C1=CC=CC=C1)(C(C)(C)C)OC1=CC=C(OC[C@H](CNCCOC2=CC=C(NC3CCN(CC3)C(=O)NCC3=CC=C(C=C3)F)C=C2)O)C=C1 (4-[4-(2-{[(2S)-3-(4-{[tert-Butyl(diphenyl)silyl]oxy}phenoxy)-2-hydroxypropyl]amino}ethoxy)anilino]-N-(4-fluorobenzyl)-1-piperidinecarboxamide). The solvent is C(Cl)(Cl)Cl.CO (chloroform methanol). Yield: 86.7%. Reactants: C1(CCCCC1)CNC1=NC=C(C=C1CC(=O)O)NC(C(C)(C)C)=O (2-[(cyclohexylmethyl)amino]-5-[(2,2-dimethyl-1-oxopropyl)amino]-3-pyridineacetic acid), Cl (HCl), CO (MeOH). Run in CCOC(=O)C (AcOEt). Reaction conditions: time 8 hour. Product: COC(CC=1C(=NC=C(C1)NC(C(C)(C)C)=O)NCC1CCCCC1)=O (Methyl-2-[(cyclohexylmethyl)amino]-5-[(2,2-dimethyl-1-oxopropyl)amino]-3-pyridineacetate). The yield is 90.0%. Reaction SMILES: [CH:1]1([CH2:7][NH:8][C:9]2[C:14]([CH2:15][C:16]([OH:18])=[O:17])=[CH:13][C:12]([NH:19][C:20](=[O:25])[C:21]([CH3:24])([CH3:23])[CH3:22])=[CH:11][N:10]=2)[CH2:6][CH2:5][CH2:4][CH2:3][CH2:2]1.Cl.[CH3:27]O>CCOC(C)=O>[CH3:27][O:17][C:16](=[O:18])[CH2:15][C:14]1[C:9]([NH:8][CH2:7][CH:1]2[CH2:2][CH2:3][CH2:4][CH2:5][CH2:6]2)=[N:10][CH:11]=[C:12]([NH:19][C:20](=[O:25])[C:21]([CH3:22])([CH3:24])[CH3:23])[CH:13]=1. Procedure: To a solution of the product 2-[(cyclohexylmethyl)amino]-5-[(2,2-dimethyl-1-oxopropyl)amino]-3-pyridineacetic acid in dry MeOH (7.5 mL) was added 4N HCl solution (in dioxane, 2.5 mL) at 0° C. The reaction mixture was stirred overnight at r.t, and then condensed under vacuum, diluted with AcOEt (50 mL), washed with 1N NH4OH (100 mL), brine (50 mL), and dried over MgSO4. Removal of solvent afforded desired title product (325 mg, 90%). 1H-NMR (CDCl3): δ 0.98 (m, 2H), 1.19 (m, 3H), 1.24 (s, 9H), 1.5... Starting materials: [BH4-], CCOC(C)=O, ClCCl, CC(C)O, CC1=C(C(=O)CS(=O)(=O)NC(C)C)C(c2cccc([N+](=O)[O-])c2)C(C(=O)OCC(F)(F)F)=C(C)N1, [Na+]. Product: CC1=C(C=CS(=O)(=O)NC(C)C)C(c2cccc([N+](=O)[O-])c2)C(C(=O)OCC(F)(F)F)=C(C)N1. RXN SMILES: [BH4-:36].[C:38]([O:39][CH2:40][CH3:41])(=[O:42])[CH3:43].[CH2:44]([Cl:45])[Cl:46].[CH:47]([OH:48])([CH3:49])[CH3:50].[F:1][C:2]([CH2:3][O:4][C:5]([C:6]1=[C:7]([CH3:32])[NH:8][C:9]([CH3:31])=[C:10]([C:21]([CH2:22][S:23]([NH:24][CH:25]([CH3:26])[CH3:27])(=[O:28])=[O:29])=[O:30])[CH:11]1[c:12]1[cH:13][c:14]([N+:18](=[O:19])[O-:20])[cH:15][cH:16][cH:17]1)=[O:33])([F:34])[F:35].[Na+:37]>>[F:1][C:2]([CH2:3][O:4][C:5]([C:6]1=[C:7]([CH3:32])[NH:8][C:9]([CH3:31])=[C:10]([CH:21]=[CH:22][S:23]([NH:24][CH:25]([CH3:26])[CH3:27])(=[O:28])=[O:29])[CH:11]1[c:12]1[cH:13][c:14]([N+:18](=[O:19])[O-:20])[cH:15][cH:16][cH:17]1)=[O:33])([F:34])[F:35]. Reactants: CC=CC#N, CCOC(C)=O, NCCCC1OCCO1. Product: CC(CC#N)NCCCC1OCCO1. As a reaction SMILES: [C:10]([CH:11]=[CH:12][CH3:13])#[N:14].[CH3:15][CH2:16][O:17][C:18](=[O:19])[CH3:20].[O:1]1[CH:2]([CH2:6][CH2:7][CH2:8][NH2:9])[O:3][CH2:4][CH2:5]1>>[O:1]1[CH:2]([CH2:6][CH2:7][CH2:8][NH:9][CH:12]([CH2:11][C:10]#[N:14])[CH3:13])[O:3][CH2:4][CH2:5]1. Starting materials: FC(C(=O)O)(F)F (Trifluoroacetic acid), C(C)(C)(C)NS(=O)(=O)CC(CCC)OC(C1=CC=CC=C1)=O (N-t-butyl-2-benzoyloxy-1-pentanesulfonamide), C(O)([O-])=O.[Na+] (sodium hydrogencarbonate). Run in C(C)(=O)OCC (ethyl acetate). Conditions: time 32 hour. Yields the product C(C1=CC=CC=C1)(=O)OC(CS(=O)(=O)N)CCC (2-benzoyloxy-1-pentanesulfonamide). The yield is 84.3%. Reaction SMILES: FC(F)(F)C(O)=O.C([NH:12][S:13]([CH2:16][CH:17]([O:21][C:22](=[O:29])[C:23]1[CH:28]=[CH:27][CH:26]=[CH:25][CH:24]=1)[CH2:18][CH2:19][CH3:20])(=[O:15])=[O:14])(C)(C)C.C(=O)([O-])O.[Na+]>C(OCC)(=O)C>[C:22]([O:21][CH:17]([CH2:18][CH2:19][CH3:20])[CH2:16][S:13]([NH2:12])(=[O:15])=[O:14])(=[O:29])[C:23]1[CH:28]=[CH:27][CH:26]=[CH:25][CH:24]=1 |f:2.3|. Procedure: Trifluoroacetic acid (200 ml) was added to N-t-butyl-2-benzoyloxy-1-pentanesulfonamide (132.8 g). After stirring for 32 hours at room temperature, the solution was concentrated under reduced pressure. After further adding trifluoroacetic acid (100 ml) and stirring for 16 hours at room temperature, the solution was concentrated under reduced pressure to obtain an oily substance (165 g). This substance was dissolved in ethyl acetate and, after adding a saturated aqueous solution of sodium hydrogen... Starting materials: BrC=1C=C2[C@H](CCOC2=C(C1)Br)O (6,8-dibromo-chroman-4(S)-ol), C1(=CC=CC=C1)P(=O)(C1=CC=CC=C1)N=[N+]=[N-] (diphenylphosphorylazide), N12CCCCCC2=NCCC1 (1,8-diazabicyclo[5.4.0]undec-7-ene). The solvent is C(C)OC(C)=O (ethylacetate), O1CCCC1 (tetrahydrofuran). Conditions: time 15 minute. Yields the product N(=[N+]=[N-])[C@@H]1CCOC2=C(C=C(C=C12)Br)Br (4(R)-Azido-6,8-dibromo-chroman). RXN SMILES: [Br:1][C:2]1[CH:3]=[C:4]2[C:9](=[C:10]([Br:12])[CH:11]=1)[O:8][CH2:7][CH2:6][C@@H:5]2O.C1(P([N:28]=[N+:29]=[N-:30])(C2C=CC=CC=2)=O)C=CC=CC=1.N12CCCN=C1CCCCC2>O1CCCC1.C(OC(=O)C)C>[N:28]([C@H:5]1[C:4]2[C:9](=[C:10]([Br:12])[CH:11]=[C:2]([Br:1])[CH:3]=2)[O:8][CH2:7][CH2:6]1)=[N+:29]=[N-:30]. Procedure details: A solution containing 6,8-dibromo-chroman-4(S)-ol in tetrahydrofuran (0.17M) and 1.2 equivalents of diphenylphosphorylazide was stirred for 15 minutes at room temperature. The solution was cooled to 10° C. and 2.5 equivalents of 1,8-diazabicyclo[5.4.0]undec-7-ene added. The mixture was stirred with gradual warming to room temperature and maintained for 48 h. The mixture was diluted with ethylacetate and washed with brine followed by water. The organic phase was concentrated to afford the title c... The reactants are O=C(O)c1cccc2c(NS(=O)(=O)c3cc(Cl)cc(Cl)c3)cccc12, N, C1CCOC1. Product: NC(=O)c1cccc2c(NS(=O)(=O)c3cc(Cl)cc(Cl)c3)cccc12. Reaction SMILES: [Cl:1][c:2]1[cH:3][c:4]([S:9](=[O:10])(=[O:11])[NH:12][c:13]2[c:14]3[cH:15][cH:16][cH:17][c:18]([C:23](=[O:24])[OH:25])[c:19]3[cH:20][cH:21][cH:22]2)[cH:5][c:6]([Cl:8])[cH:7]1.[NH3:26].[O:27]1[CH2:28][CH2:29][CH2:30][CH2:31]1>>[Cl:1][c:2]1[cH:3][c:4]([S:9](=[O:10])(=[O:11])[NH:12][c:13]2[c:14]3[cH:15][cH:16][cH:17][c:18]([C:23](=[O:25])[NH2:26])[c:19]3[cH:20][cH:21][cH:22]2)[cH:5][c:6]([Cl:8])[cH:7]1.